Dataset: the Open Reaction Database (ORD), a public repository of structured organic reaction records. Task: describe an organic reaction: reactants, conditions, products, and yield Reactants: CO.C(C)OC(C)=O (methanol ethylacetate), O1C(COC2=CC=C(C=C2)OCCOC)C1 (1-(2,3-epoxypropoxy)-4-(2-methoxyethoxy)benzene), NCCNC(=O)C1COCCC1 (N-(2-aminoethyl)tetrahydropyran-3-carboxamide). Run in C(C)(=O)OCC (ethyl acetate). The product is COCCC1=CC=C(OCC(CNCCNC(=O)C2COCCC2)O)C=C1 (1-[4-(2-Methoxyethyl)phenoxy]-3-[2-(tetrahydropyran-3-ylcarbonylamino)ethylamino]-2-propanol). RXN SMILES: [O:1]1[CH2:16][CH:2]1[CH2:3][O:4][C:5]1[CH:10]=[CH:9][C:8](OCCOC)=[CH:7][CH:6]=1.[NH2:17][CH2:18][CH2:19][NH:20][C:21]([CH:23]1[CH2:28][CH2:27][CH2:26][O:25][CH2:24]1)=[O:22].CO.[CH2:31]([O:33][C:34](=O)C)[CH3:32]>C(OCC)(=O)C>[CH3:34][O:33][CH2:31][CH2:32][C:8]1[CH:7]=[CH:6][C:5]([O:4][CH2:3][CH:2]([OH:1])[CH2:16][NH:17][CH2:18][CH2:19][NH:20][C:21]([CH:23]2[CH2:28][CH2:27][CH2:26][O:25][CH2:24]2)=[O:22])=[CH:10][CH:9]=1 |f:2.3|. Procedure: 5 g of 1-(2,3-epoxypropoxy)-4-(2-methoxyethoxy)benzene and 6 g of N-(2-aminoethyl)tetrahydropyran-3-carboxamide are heated together at 130° for 30 minutes. The mixture is allowed to cool and then dissolved in ethyl acetate and worked up in the usual manner. The title compound is obtained (M.P. 107°-108°--from methanol/ethylacetate). Reactants: FC1=CC=C(C=C1)C=1N=C2SC=CN2C1C1=NC(=NC=C1)SC (6-(4-fluorophenyl)-5-(2-methylsulfanyl-pyrimidin-4-yl)-imidazo[2,1-b]thiazole), FC1=CC=C(C=C1)C=1N=C2SC=CN2C1 (6-(4-fluorophenyl)-imidazo[2,1-b]thiazole), OOS(=O)[O-].[K+] (oxone). Run in CO (methanol), O (water). Reaction conditions: time 16 hour. Product: FC1=CC=C(C=C1)C=1N=C2SC=CN2C1C1=NC(=NC=C1)S(=O)(=O)C (6-(4-fluorophenyl)-5-(2-methanesulfonyl-pyrimidin-4-yl)-imidazo[2,1-b]thiazole). Isolated yield 98.0%. As a reaction SMILES: [F:1][C:2]1[CH:7]=[CH:6][C:5]([C:8]2[N:9]=[C:10]3[N:14]([C:15]=2[C:16]2[CH:21]=[CH:20][N:19]=[C:18](SC)[N:17]=2)[CH:13]=[CH:12][S:11]3)=[CH:4][CH:3]=1.F[C:25]1C=CC(C2N=C3N(C=2)C=CS3)=CC=1.O[O:40][S:41]([O-:43])=O.[K+]>CO.O>[F:1][C:2]1[CH:7]=[CH:6][C:5]([C:8]2[N:9]=[C:10]3[N:14]([C:15]=2[C:16]2[CH:21]=[CH:20][N:19]=[C:18]([S:41]([CH3:25])(=[O:43])=[O:40])[N:17]=2)[CH:13]=[CH:12][S:11]3)=[CH:4][CH:3]=1 |f:2.3|. Reported procedure: To a solution of the mixture (1.1:1) of 6-(4-fluorophenyl)-5-(2-methylsulfanyl-pyrimidin-4-yl)-imidazo[2,1-b]thiazole (K) and 6-(4-fluorophenyl)-imidazo[2,1-b]thiazole (J) (0.205 g, 0.6 mmol) in methanol (25 mL) is added drop-wise a solution of oxone (1.23 g, 1.8 mmol) in water (5 mL). The reaction is stirred at room temperature for 16 hours. The volatiles are removed in vacuo at room temperature. To the residue is added dichloromethane. The organic phase is washed sequentially with water and a ... The reactants are COC1=NC(=CC=C1NC(C1=C(C=CC(=C1)CC=1C(C(=C(C(C1C)=O)OC)OC)=O)OC(C)=O)=O)OC (N-(2,6-Dimethoxypyridin-3-yl)-5-(5,6-dimethoxy-3-methyl-1,4-benzoquinon-2-yl)methyl-2-acetoxybenzamide), C(O)([O-])=O.[Na+] (sodium hydrogencarbonate). Solvent: CO (methanol), O (water). Product: COC1=NC(=CC=C1NC(C1=C(C=CC(=C1)CC=1C(C(=C(C(C1C)=O)OC)OC)=O)O)=O)OC (N-(2,6-Dimethoxypyridin-3-yl)-5-(5,6-dimethoxy-3-methyl-1,4-benzoquinon-2-yl)methyl-2-hydroxybenzamide). The yield is 86.2%. RXN SMILES: [CH3:1][O:2][C:3]1[C:8]([NH:9][C:10](=[O:35])[C:11]2[CH:16]=[C:15]([CH2:17][C:18]3[C:19](=[O:30])[C:20]([O:28][CH3:29])=[C:21]([O:26][CH3:27])[C:22](=[O:25])[C:23]=3[CH3:24])[CH:14]=[CH:13][C:12]=2[O:31]C(=O)C)=[CH:7][CH:6]=[C:5]([O:36][CH3:37])[N:4]=1.C(=O)([O-])O.[Na+]>CO.O>[CH3:1][O:2][C:3]1[C:8]([NH:9][C:10](=[O:35])[C:11]2[CH:16]=[C:15]([CH2:17][C:18]3[C:19](=[O:30])[C:20]([O:28][CH3:29])=[C:21]([O:26][CH3:27])[C:22](=[O:25])[C:23]=3[CH3:24])[CH:14]=[CH:13][C:12]=2[OH:31])=[CH:7][CH:6]=[C:5]([O:36][CH3:37])[N:4]=1 |f:1.2|. Procedure: N-(2,6-Dimethoxypyridin-3-yl)-5-(5,6-dimethoxy-3-methyl-1,4-benzoquinon-2-yl)methyl-2-acetoxybenzamide (0.100 g, 0.196 mmol) was dissolved in methanol (3 ml) and after adding thereto an aqueous saturated sodium hydrogencarbonate solution (1.5 ml), the solution was stirred at room temperature for 3 hours. After the completion of reaction, the reaction solution was diluted with water and then extracted with ethyl acetate. The extract was washed with water and then dried, and the solvent was remove... Reactants: CCCCCCCCBr, Cc1cc(C)[nH]n1, [H][H], [Na], C1CCOC1. Yields the product CCCCCCCCn1nc(C)cc1C. Reaction SMILES: [Br:11][CH2:12][CH2:13][CH2:14][CH2:15][CH2:16][CH2:17][CH2:18][CH3:19].[CH3:1][c:2]1[n:3][nH:4][c:5]([CH3:7])[cH:6]1.[H:9][H:10].[Na:8].[O:20]1[CH2:21][CH2:22][CH2:23][CH2:24]1>>[CH3:1][c:2]1[n:3]([CH2:12][CH2:13][CH2:14][CH2:15][CH2:16][CH2:17][CH2:18][CH3:19])[n:4][c:5]([CH3:7])[cH:6]1. Starting materials: 1c, ClC1=CC=C(C=C1)S(=O)(=O)C=1C(=CSC1)C=O (4-(4-chloro-benzenesulfonyl)thiophene-3-carbaldehyde), COC(CN1C(=CC2=CC(=CC=C12)F)C)=O ((5-fluoro-2-methylindol-1-yl)acetic acid methyl ester). The product is COC(CN1C(=C(C2=CC(=CC=C12)F)CC1=CSC=C1S(=O)(=O)C1=CC=C(C=C1)Cl)C)=O ({3-[4-(4-chlorobenzenesulfonyl)thiophen-3-ylmethyl]-5-fluoro-2-methylindol-1-yl}acetic acid methyl ester). RXN SMILES: [Cl:1][C:2]1[CH:7]=[CH:6][C:5]([S:8]([C:11]2[C:12]([CH:16]=O)=[CH:13][S:14][CH:15]=2)(=[O:10])=[O:9])=[CH:4][CH:3]=1.[CH3:18][O:19][C:20](=[O:33])[CH2:21][N:22]1[C:30]2[C:25](=[CH:26][C:27]([F:31])=[CH:28][CH:29]=2)[CH:24]=[C:23]1[CH3:32]>>[CH3:18][O:19][C:20](=[O:33])[CH2:21][N:22]1[C:30]2[C:25](=[CH:26][C:27]([F:31])=[CH:28][CH:29]=2)[C:24]([CH2:16][C:12]2[C:11]([S:8]([C:5]3[CH:4]=[CH:3][C:2]([Cl:1])=[CH:7][CH:6]=3)(=[O:9])=[O:10])=[CH:15][S:14][CH:13]=2)=[C:23]1[CH3:32]. Procedure: The title compound was prepared by the method of Preparation 1c using 4-(4-chloro-benzenesulfonyl)thiophene-3-carbaldehyde and (5-fluoro-2-methylindol-1-yl)acetic acid methyl ester. Starting materials: C(C1=CC=CC=C1)N1CC(C(C1)C1=CC(=C(C=C1)Cl)Cl)C(C)=O (1-[(3SR,4RS)-1-benzyl-4-(3,4-dichloro-phenyl)-pyrrolidin-3-yl]-ethanone), ClC(=O)OCC(Cl)(Cl)Cl (2,2,2-trichloroethyl chloroformate). The solvent is CC#N (CH3CN). Reaction conditions: time 3 hour. Yields the product ClC=1C=C(C=CC1Cl)C1C(CNC1)C(C)=O (1-[(3SR,4RS)-4-(3,4-Dichloro-phenyl)-pyrrolidin-3-yl]-ethanone). Isolated yield 63.2%. RXN SMILES: C([N:8]1[CH2:12][CH:11]([C:13]2[CH:18]=[CH:17][C:16]([Cl:19])=[C:15]([Cl:20])[CH:14]=2)[CH:10]([C:21](=[O:23])[CH3:22])[CH2:9]1)C1C=CC=CC=1.ClC(OCC(Cl)(Cl)Cl)=O>CC#N>[Cl:20][C:15]1[CH:14]=[C:13]([CH:11]2[CH2:12][NH:8][CH2:9][CH:10]2[C:21](=[O:23])[CH3:22])[CH:18]=[CH:17][C:16]=1[Cl:19]. Procedure: To a solution of 1-[(3SR,4RS)-1-benzyl-4-(3,4-dichloro-phenyl)-pyrrolidin-3-yl]-ethanone (IX-1) 4.00 g (9.20 mmol) dissolved in CH3CN (50 mL) was added 2.48 mL (18.40 mmol) of 2,2,2-trichloroethyl chloroformate and stirring was continued for 3 hours at RT. Volatiles were removed under vacuo, and the crude residue was dissolved in AcOH (30 mL) before a total of 1.5 g of Zn dust was added portionwise. After three hours at RT, the reaction mixture was filtered on celite, the solvent removed under v...